Dataset: the Open Reaction Database (ORD), a public repository of structured organic reaction records. Task: describe an organic reaction: reactants, conditions, products, and yield Starting materials: COP(=O)(OC)OC (Trimethylphosphate), CN1C=NC=C1 (N-methylimidazole). Run at temperature 140 celsius, time 3 hour. The product is COP(=O)(OC)[O-].C[N+]1(C=NC=C1)C (N,N-dimethylimidazolium dimethylphosphate). Yield: 197.8%. Reaction SMILES: [CH3:1][O:2][P:3]([O:7]C)([O:5][CH3:6])=[O:4].[CH3:9][N:10]1[CH:14]=[CH:13][N:12]=[CH:11]1>>[CH3:1][O:2][P:3]([O-:7])([O:5][CH3:6])=[O:4].[CH3:9][N+:10]1([CH3:1])[CH:14]=[CH:13][N:12]=[CH:11]1 |f:2.3|. Procedure: Trimethylphosphate (127.6 g, 0.883 mole) was added dropwise over a period of 1 hour to a 300 ml flask containing 72.2 g (99%, 0.87 mole) N-methylimidazole at room temperature. The temperature of the reaction mixture was slowly increased to 140° C. As the reaction mixture approached 140° C., there was an acceleration in the rate at which the temperature increased. The reaction mixture was stirred at the same temperature for an additional 3 hours. The mixture was cooled and moved to a rotary evapo... Run in C(C)#N (acetonitrile), CCOC(=O)C (EtOAc). The reagents and catalysts are C=1C=CC(=CC1)[P](C=2C=CC=CC2)(C=3C=CC=CC3)[Pd]([P](C=4C=CC=CC4)(C=5C=CC=CC5)C=6C=CC=CC6)([P](C=7C=CC=CC7)(C=8C=CC=CC8)C=9C=CC=CC9)[P](C=1C=CC=CC1)(C=1C=CC=CC1)C=1C=CC=CC1 (tetrakis(triphenylphosphine)palladium(0)). As a reaction SMILES: Br[C:2]1[CH:3]=[CH:4][C:5]2=[C:6]([CH:37]=1)[N:7]=[C:8]([NH:29][C:30](=[O:36])[O:31][C:32]([CH3:35])([CH3:34])[CH3:33])[CH2:9][C:10]([C:12](=[O:28])[N:13]([CH2:17][CH2:18][CH2:19][O:20][Si:21]([C:24]([CH3:27])([CH3:26])[CH3:25])([CH3:23])[CH3:22])[CH2:14][CH2:15][CH3:16])=[CH:11]2.CC1(C)C(C)(C)OB([C:46]2[CH:51]=[CH:50][C:49]([CH2:52][C:53]([O:55][CH2:56][CH2:57][N:58]([CH3:60])[CH3:59])=[O:54])=[CH:48][CH:47]=2)O1.C(=O)([O-])[O-].[K+].[K+]>C(#N)C.CCOC(C)=O.C1C=CC([P]([Pd]([P](C2C=CC=CC=2)(C2C=CC=CC=2)C2C=CC=CC=2)([P](C2C=CC=CC=2)(C2C=CC=CC=2)C2C=CC=CC=2)[P](C2C=CC=CC=2)(C2C=CC=CC=2)C2C=CC=CC=2)(C2C=CC=CC=2)C2C=CC=CC=2)=CC=1>[CH3:60][N:58]([CH3:59])[CH2:57][CH2:56][O:55][C:53](=[O:54])[CH2:52][C:49]1[CH:50]=[CH:51][C:46]([C:2]2[CH:3]=[CH:4][C:5]3=[C:6]([CH:37]=2)[N:7]=[C:8]([NH:29][C:30]([O:31][C:32]([CH3:34])([CH3:33])[CH3:35])=[O:36])[CH2:9][C:10]([C:12](=[O:28])[N:13]([CH2:17][CH2:18][CH2:19][O:20][Si:21]([C:24]([CH3:27])([CH3:25])[CH3:26])([CH3:22])[CH3:23])[CH2:14][CH2:15][CH3:16])=[CH:11]3)=[CH:47][CH:48]=1 |f:2.3.4,^1:80,82,101,120|. Yields the product CN(CCOC(CC1=CC=C(C=C1)C=1C=CC\2=C(\N=C(/C\C(=C2)\C(N(CCC)CCCO[Si](C)(C)C(C)(C)C)=O)\NC(=O)OC(C)(C)C)C1)=O)C (2-(dimethylamino)ethyl-2-(4-((1E,4E)-2-(tert-butoxycarbonylamino)-4-((3-(tert-butyldimethylsilyloxy)propyl)(propyl)carbamoyl)-3H-benzo[b]azepin-8-yl)phenyl)acetate). Starting materials: BrC=1C=CC\2=C(\N=C(/C\C(=C2)\C(N(CCC)CCCO[Si](C)(C)C(C)(C)C)=O)\NC(OC(C)(C)C)=O)C1 (tert-butyl (1E,4E)-8-bromo-4-((3-(tert-butyldimethylsilyloxy)propyl)(propyl)carbamoyl)-3H-benzo[b]azepin-2-ylcarbamate), CC1(OB(OC1(C)C)C1=CC=C(C=C1)CC(=O)OCCN(C)C)C (2-(dimethylamino)ethyl 2-(4-(4,4,5,5-tetramethyl-1,3,2-dioxaborolan-2-yl)phenyl)acetate), C([O-])([O-])=O.[K+].[K+] (potassium carbonate). Conditions: temperature 100 celsius. Reported procedure: tert-butyl (1E,4E)-8-bromo-4-((3-(tert-butyldimethylsilyloxy)propyl)(propyl)carbamoyl)-3H-benzo[b]azepin-2-ylcarbamate, 2-(dimethylamino)ethyl 2-(4-(4,4,5,5-tetramethyl-1,3,2-dioxaborolan-2-yl)phenyl)acetate (1.5 equiv), tetrakis(triphenylphosphine)palladium(0), 2M aqueous potassium carbonate (3 equiv) were combined in 2 mls of acetonitrile in a microwave reaction vial. This mixture was heated in a microwave to 100° C. for 30 minutes. The mixture was then diluted with EtOAc, washed twice with br... Starting materials: C(C)(C)(C)OC(CC(C[C@@H](COC(C1=CC=CC=C1)=O)O)O)=O ((5S)-6-benzoyloxy-3,5-dihydroxyhexanoic tert-butyl ester), N1C=NC=C1 (imidazole), COC(C)(C)OC (2,2-dimethoxypropane), C1(=CC=C(C=C1)S(=O)(=O)O)C (p-toluenesulfonic acid). The solvent is O.C(C)#N (water acetonitrile), CC(=O)C (acetone). Yields the product C(C)(C)(C)OC(C[C@@H]1OC(O[C@@H](C1)COC(C1=CC=CC=C1)=O)(C)C)=O (2-[(4R,6S)-2,2-dimethyl-6-benzoyloxymethyl-1,3-dioxan-4-yl]acetic tert-butyl ester). As a reaction SMILES: [C:1]([O:5][C:6](=[O:23])[CH2:7][CH:8]([OH:22])[CH2:9][C@H:10]([OH:21])[CH2:11][O:12][C:13](=[O:20])[C:14]1[CH:19]=[CH:18][CH:17]=[CH:16][CH:15]=1)([CH3:4])([CH3:3])[CH3:2].CO[C:26](OC)([CH3:28])[CH3:27].C1(C)C=CC(S(O)(=O)=O)=CC=1.N1C=CN=C1>O.C(#N)C.CC(C)=O>[C:1]([O:5][C:6](=[O:23])[CH2:7][C@H:8]1[CH2:9][C@@H:10]([CH2:11][O:12][C:13](=[O:20])[C:14]2[CH:15]=[CH:16][CH:17]=[CH:18][CH:19]=2)[O:21][C:26]([CH3:28])([CH3:27])[O:22]1)([CH3:4])([CH3:2])[CH3:3] |f:4.5|. Procedure details: To a solution composed of 108 mg (90.2 weight %, 0.3 mmol) of the (5S)-6-benzoyloxy-3,5-dihydroxyhexanoic tert-butyl ester produced in Example 15, 62.4 mg (0.6 mmol) of 2,2-dimethoxypropane, and 5 mL of acetone were added 5.7 mg (0.03 mmol) of p-toluenesulfonic acid.1H2O and 10.2 mg (0.15 mmol) of imidazole, and the mixture was stirred at 40° C. for 16 hours. This reaction mixture was analyzed by high-performance liquid chromatography (column: Develosil ODS-HG-3 4.6×250 mm, product of Nomura Che... The reactants are [BH3-]C#N, C1CCNCC1, CO, [Na+], O=Cc1ccc(CN(Cc2nc3ccccc3[nH]2)C2CCCc3cccnc32)cc1. Product: c1cnc2c(c1)CCCC2N(Cc1ccc(CN2CCCCC2)cc1)Cc1nc2ccccc2[nH]1. As a reaction SMILES: [C:37]([BH3-:38])#[N:39].[CH2:31]1[CH2:32][CH2:33][NH:34][CH2:35][CH2:36]1.[CH3:41][OH:42].[Na+:40].[nH:1]1[c:2]([CH2:10][N:11]([CH:12]2[CH2:13][CH2:14][CH2:15][c:16]3[cH:17][cH:18][cH:19][n:20][c:21]32)[CH2:22][c:23]2[cH:24][cH:25][c:26]([CH:27]=[O:28])[cH:29][cH:30]2)[n:3][c:4]2[c:5]1[cH:6][cH:7][cH:8][cH:9]2>>[nH:1]1[c:2]([CH2:10][N:11]([CH:12]2[CH2:13][CH2:14][CH2:15][c:16]3[cH:17][cH:18][cH:19][n:20][c:21]32)[CH2:22][c:23]2[cH:24][cH:25][c:26]([CH2:27][N:34]3[CH2:33][CH2:32][CH2:31][CH2:36][CH2:35]3)[cH:29][cH:30]2)[n:3][c:4]2[c:5]1[cH:6][cH:7][cH:8][cH:9]2.